Dataset: the Open Reaction Database (ORD), a public repository of structured organic reaction records. Task: describe an organic reaction: reactants, conditions, products, and yield The reactants are Cl, Cl, Cl, O=C(O)Cc1ccc2c(c1)OCO2, NC1CCC(CCN2CCN(c3nccc4c3OCC4)CC2)CC1. Yields the product O=C(Cc1ccc2c(c1)OCO2)NC1CCC(CCN2CCN(c3nccc4c3OCC4)CC2)CC1. RXN SMILES: [ClH:1].[ClH:2].[ClH:3].[O:28]1[CH2:29][O:30][c:31]2[c:32]1[cH:33][cH:34][c:35]([CH2:37][C:38](=[O:39])[OH:40])[cH:36]2.[O:4]1[CH2:5][CH2:6][c:7]2[c:8]1[c:9]([N:13]1[CH2:14][CH2:15][N:16]([CH2:19][CH2:20][CH:21]3[CH2:22][CH2:23][CH:24]([NH2:27])[CH2:25][CH2:26]3)[CH2:17][CH2:18]1)[n:10][cH:11][cH:12]2>>[O:4]1[CH2:5][CH2:6][c:7]2[c:8]1[c:9]([N:13]1[CH2:14][CH2:15][N:16]([CH2:19][CH2:20][CH:21]3[CH2:22][CH2:23][CH:24]([NH:27][C:38]([CH2:37][c:35]4[cH:34][cH:33][c:32]5[c:31]([cH:36]4)[O:30][CH2:29][O:28]5)=[O:39])[CH2:25][CH2:26]3)[CH2:17][CH2:18]1)[n:10][cH:11][cH:12]2. Reactants: FCCCCCBr, O=C([O-])[O-], CCNC(=O)c1ccc(-n2cc(C(=O)NC3CC3)nn2)c(O)c1, [K+], [K+], CN(C)C=O, O. Product: CCNC(=O)c1ccc(-n2cc(C(=O)NC3CC3)nn2)c(OCCCCCF)c1. As a reaction SMILES: [Br:24][CH2:25][CH2:26][CH2:27][CH2:28][CH2:29][F:30].[C:31](=[O:32])([O-:33])[O-:34].[CH:1]1([NH:4][C:5](=[O:6])[c:7]2[n:8][n:9][n:10](-[c:12]3[c:13]([OH:23])[cH:14][c:15]([C:18](=[O:19])[NH:20][CH2:21][CH3:22])[cH:16][cH:17]3)[cH:11]2)[CH2:2][CH2:3]1.[K+:35].[K+:36].[O:38]=[CH:39][N:40]([CH3:41])[CH3:42].[OH2:37]>>[CH:1]1([NH:4][C:5](=[O:6])[c:7]2[n:8][n:9][n:10](-[c:12]3[c:13]([O:23][CH2:25][CH2:26][CH2:27][CH2:28][CH2:29][F:30])[cH:14][c:15]([C:18](=[O:19])[NH:20][CH2:21][CH3:22])[cH:16][cH:17]3)[cH:11]2)[CH2:2][CH2:3]1. Reactants: CCN=C=O, CC(C)c1nnc2ccc(Oc3ccccc3CO)cn12. Yields the product CCNC(=O)OCc1ccccc1Oc1ccc2nnc(C(C)C)n2c1. As a reaction SMILES: [CH2:22]([CH3:23])[N:24]=[C:25]=[O:26].[CH:1]([CH3:2])([CH3:3])[c:4]1[n:5][n:6][c:7]2[n:8]1[cH:9][c:10]([O:13][c:14]1[c:15]([CH2:20][OH:21])[cH:16][cH:17][cH:18][cH:19]1)[cH:11][cH:12]2>>[CH:1]([CH3:2])([CH3:3])[c:4]1[n:5][n:6][c:7]2[n:8]1[cH:9][c:10]([O:13][c:14]1[c:15]([CH2:20][O:21][C:25]([NH:24][CH2:22][CH3:23])=[O:26])[cH:16][cH:17][cH:18][cH:19]1)[cH:11][cH:12]2. Starting materials: OCCCBr, O=C([O-])[O-], CC#N, Cl, Fc1c(C2CCNCC2)cccc1C(F)(F)F, [K+], [K+]. Yields the product OCCCN1CCC(c2cccc(C(F)(F)F)c2F)CC1. As a reaction SMILES: [Br:24][CH2:25][CH2:26][CH2:27][OH:28].[C:18](=[O:19])([O-:20])[O-:21].[CH3:30][C:31]#[N:32].[ClH:29].[F:1][c:2]1[c:3]([CH:12]2[CH2:13][CH2:14][NH:15][CH2:16][CH2:17]2)[cH:4][cH:5][cH:6][c:7]1[C:8]([F:9])([F:10])[F:11].[K+:22].[K+:23]>>[F:1][c:2]1[c:3]([CH:12]2[CH2:13][CH2:14][N:15]([CH2:25][CH2:26][CH2:27][OH:28])[CH2:16][CH2:17]2)[cH:4][cH:5][cH:6][c:7]1[C:8]([F:9])([F:10])[F:11]. The reactants are C1COCCN1, ClCCl, COC1=C(OC)C(=O)C(Cc2ccc(-c3ccc(OC)cc3)c(C(=O)O)c2)=C(C)C1=O. Product: COC1=C(OC)C(=O)C(Cc2ccc(-c3ccc(OC)cc3)c(C(=O)N3CCOCC3)c2)=C(C)C1=O. RXN SMILES: [CH2:32]1[CH2:33][O:34][CH2:35][CH2:36][NH:37]1.[CH2:38]([Cl:39])[Cl:40].[CH3:1][O:2][C:3]1=[C:8]([O:9][CH3:10])[C:7](=[O:11])[C:6]([CH2:12][c:13]2[cH:14][cH:15][c:16](-[c:22]3[cH:23][cH:24][c:25]([O:28][CH3:29])[cH:26][cH:27]3)[c:17]([C:18](=[O:19])[OH:20])[cH:21]2)=[C:5]([CH3:30])[C:4]1=[O:31]>>[CH3:1][O:2][C:3]1=[C:8]([O:9][CH3:10])[C:7](=[O:11])[C:6]([CH2:12][c:13]2[cH:14][cH:15][c:16](-[c:22]3[cH:23][cH:24][c:25]([O:28][CH3:29])[cH:26][cH:27]3)[c:17]([C:18](=[O:19])[N:37]3[CH2:32][CH2:33][O:34][CH2:35][CH2:36]3)[cH:21]2)=[C:5]([CH3:30])[C:4]1=[O:31].